This data is from the Open Reaction Database (ORD), a public repository of structured organic reaction records. The task is: describe an organic reaction: reactants, conditions, products, and yield Starting materials: C(C)(=O)O (acetic acid), C(C)O (ethanol), equimolecular mixture, OC1=CC2=C(NC(=N2)C2=CC=CC=3C(C4=CC=CC=C4C23)=NO)C=C1 (4-(5-hydroxy-1H-benzimidazol-2-yl)-9H -fluoren-9-one oxime). Run in O (water). The reagents and catalysts are [Zn] (zinc). Procedure details: The procedure used in Example 216 is followed. In a 50 ml round-bottomed flask under an argon atmosphere, dissolve 355 mg of an equimolecular mixture of 4-(5-hydroxy-1H-benzimidazol-2-yl)-9H -fluoren-9-one oxime (Z,E), obtained in the previous stage, in a mixture of 2.5 ml of ethanol and 2.5 ml of water and 2.5 ml of acetic acid, at room temperature, add 283 mg of zinc in three stages, and, between each addition, stir for approximately one hour to two hours. Add Celite and filter. The filtrate i... Reaction SMILES: [OH:1][C:2]1[CH:25]=[CH:24][C:5]2[NH:6][C:7]([C:9]3[C:21]4[C:20]5[C:15](=[CH:16][CH:17]=[CH:18][CH:19]=5)[C:14](=[N:22]O)[C:13]=4[CH:12]=[CH:11][CH:10]=3)=[N:8][C:4]=2[CH:3]=1.[C:26](O)(=O)[CH3:27].[CH2:30](O)C>O.[Zn]>[CH:26]([O:1][CH:2]([CH3:3])[CH3:25])([CH3:27])[CH3:30].[OH:1][C:2]1[CH:25]=[CH:24][C:5]2[NH:6][C:7]([C:9]3[C:21]4[C:20]5[C:15](=[CH:16][CH:17]=[CH:18][CH:19]=5)[CH:14]([NH2:22])[C:13]=4[CH:12]=[CH:11][CH:10]=3)=[N:8][C:4]=2[CH:3]=1. Yields the product C(C)(C)OC(C)C (diisopropyl ether), OC1=CC2=C(NC(=N2)C2=CC=CC=3C(C4=CC=CC=C4C23)N)C=C1 (4-(5-hydroxy-1H-benzimidazol-2-yl)-9H-fluorene-9(R,S) -amine).